From a dataset of the Open Reaction Database (ORD), a public repository of structured organic reaction records. describe an organic reaction: reactants, conditions, products, and yield Reactants: COc1cccc(OC(F)(F)F)c1, COc1ccccc1C1(CC(=O)N2CCN(c3ncccn3)CC2)C(=O)Nc2ccc(Cl)cc21, O=S(=O)(Cl)Cl. Yields the product COc1ccc(S(=O)(=O)N2C(=O)C(CC(=O)N3CCN(c4ncccn4)CC3)(c3ccccc3OC)c3cc(Cl)ccc32)c(OC(F)(F)F)c1. As a reaction SMILES: [CH3:40][O:41][c:42]1[cH:43][c:44]([O:48][C:49]([F:50])([F:51])[F:52])[cH:45][cH:46][cH:47]1.[Cl:1][c:2]1[cH:3][c:4]2[c:8]([cH:9][cH:10]1)[NH:7][C:6](=[O:11])[C:5]2([CH2:12][C:13]([N:14]1[CH2:15][CH2:16][N:17]([c:20]2[n:21][cH:22][cH:23][cH:24][n:25]2)[CH2:18][CH2:19]1)=[O:26])[c:27]1[c:28]([O:33][CH3:34])[cH:29][cH:30][cH:31][cH:32]1.[S:35](=[O:36])(=[O:37])([Cl:38])[Cl:39]>>[Cl:1][c:2]1[cH:3][c:4]2[c:8]([cH:9][cH:10]1)[N:7]([S:35](=[O:36])(=[O:37])[c:45]1[c:44]([O:48][C:49]([F:50])([F:51])[F:52])[cH:43][c:42]([O:41][CH3:40])[cH:47][cH:46]1)[C:6](=[O:11])[C:5]2([CH2:12][C:13]([N:14]1[CH2:15][CH2:16][N:17]([c:20]2[n:21][cH:22][cH:23][cH:24][n:25]2)[CH2:18][CH2:19]1)=[O:26])[c:27]1[c:28]([O:33][CH3:34])[cH:29][cH:30][cH:31][cH:32]1.